From a dataset of the Open Reaction Database (ORD), a public repository of structured organic reaction records. describe an organic reaction: reactants, conditions, products, and yield Starting materials: CCN(CC)CCNC(=O)c1c(C)[nH]c(C=O)c1C, C1CCNCC1, CCO, O=C1Cc2c(ncnc2Nc2ccc(F)c(Cl)c2)N1. The product is CCN(CC)CCNC(=O)c1c(C)[nH]c(C=C2C(=O)Nc3ncnc(Nc4ccc(F)c(Cl)c4)c32)c1C. Reaction SMILES: [CH2:20]([CH3:21])[N:22]([CH2:23][CH2:24][NH:25][C:26](=[O:27])[c:28]1[c:29]([CH3:36])[nH:30][c:31]([CH:34]=[O:35])[c:32]1[CH3:33])[CH2:37][CH3:38].[CH2:39]1[CH2:40][CH2:41][NH:42][CH2:43][CH2:44]1.[CH3:45][CH2:46][OH:47].[Cl:1][c:2]1[cH:3][c:4]([NH:9][c:10]2[c:11]3[c:12]([n:13][cH:14][n:15]2)[NH:16][C:17](=[O:19])[CH2:18]3)[cH:5][cH:6][c:7]1[F:8]>>[Cl:1][c:2]1[cH:3][c:4]([NH:9][c:10]2[c:11]3[c:12]([n:13][cH:14][n:15]2)[NH:16][C:17](=[O:19])[C:18]3=[CH:34][c:31]2[nH:30][c:29]([CH3:36])[c:28]([C:26]([NH:25][CH2:24][CH2:23][N:22]([CH2:20][CH3:21])[CH2:37][CH3:38])=[O:27])[c:32]2[CH3:33])[cH:5][cH:6][c:7]1[F:8].